This data is from the Open Reaction Database (ORD), a public repository of structured organic reaction records. The task is: describe an organic reaction: reactants, conditions, products, and yield Starting materials: C1(CCCCC1)C(=O)SCCC(=O)Cl (3-[(cyclohexylcarbonyl)thio]propanoyl chloride), C(C)(=O)SCC(C(=O)N1C(=CCC1)C(=O)O)C ((±)-1-[3-(Acetylthio)-2-methyl-1-oxopropyl]-4,5-dihydro-1H-pyrrole-2-carboxylic acid), C(C)(=O)SCC(C(=O)Cl)C (3-acetylthio-2-methylpropanoyl chloride), C(C1=CC=CC=C1)(=O)SCC(C(=O)N1C(=CCC1)C(=O)O)C ((±)-1-[3-(Benzoylthio)-2-methyl-1-oxopropyl]-4,5-dihydro-1H-pyrrole-2-carboxylic acid). The product is C1(CCCCC1)C(=O)SCCC(=O)N1C(=CCC1)C(=O)O (4,5-dihydro-1-[3-[(cyclohexylcarbonyl)thio]-1-oxopropyl]-1H-pyrrole-2-carboxylic acid). Reaction SMILES: C1(C(SCCC(Cl)=O)=O)CCCCC1.C(SCC(C)C(Cl)=O)(=O)C.[C:25]([S:33][CH2:34][CH:35](C)[C:36]([N:38]1[CH2:42][CH2:41][CH:40]=[C:39]1[C:43]([OH:45])=[O:44])=[O:37])(=[O:32])[C:26]1[CH:31]=[CH:30][CH:29]=[CH:28][CH:27]=1.C(SCC(C)C(N1CCC=C1C(O)=O)=O)(=O)C>>[CH:26]1([C:25]([S:33][CH2:34][CH2:35][C:36]([N:38]2[CH2:42][CH2:41][CH:40]=[C:39]2[C:43]([OH:45])=[O:44])=[O:37])=[O:32])[CH2:31][CH2:30][CH2:29][CH2:28][CH2:27]1. Procedure: Following the procedure of Example 1 but substituting an equivalent amount of 3-[(cyclohexylcarbonyl)thio]propanoyl chloride for the 3-acetylthio-2-methylpropanoyl chloride in part (b) and subjecting the product to the procedure of Example 1 (c), one obtains 4,5-dihydro-1-[3-[(cyclohexylcarbonyl)thio]-1-oxopropyl]-1H-pyrrole-2-carboxylic acid.